Dataset: the Open Reaction Database (ORD), a public repository of structured organic reaction records. Task: describe an organic reaction: reactants, conditions, products, and yield Starting materials: Cl.CN(CC1C(=CCCC1)C=1C=NC=CC1)C (dimethyl-(2-pyridin-3-yl-cyclohex-2-enylmethyl)amine hydrochloride). The reagents and catalysts are [Pd] (palladium). The solvent is CO (methanol). Conditions: time 8 hour. The product is Cl.CN(C[C@H]1[C@H](CCCC1)C=1C=NC=CC1)C (cis-dimethyl-(2-pyridin-3-yl-cyclohexylmethyl)amine hydrochloride). The yield is 34.8%. As a reaction SMILES: [ClH:1].[CH3:2][N:3]([CH3:17])[CH2:4][CH:5]1[CH2:10][CH2:9][CH2:8][CH:7]=[C:6]1[C:11]1[CH:12]=[N:13][CH:14]=[CH:15][CH:16]=1>CO.[Pd]>[ClH:1].[CH3:2][N:3]([CH3:17])[CH2:4][C@@H:5]1[CH2:10][CH2:9][CH2:8][CH2:7][C@@H:6]1[C:11]1[CH:12]=[N:13][CH:14]=[CH:15][CH:16]=1 |f:0.1,4.5|. Reported procedure: 6.90 g dimethyl-(2-pyridin-3-yl-cyclohex-2-enylmethyl)amine hydrochloride were dissolved in 70 ml methanol and hydrogenated in the presence of 1.04 g palladium-on-active charcoal (10 percent by weight) for five hours under a hydrogen pressure of 2 bar. The mixture was then filtered, the filtrate was concentrated in vacuo, the residue was converted into the base with two molar sodium hydroxide solution and a mixture of equal volumes of ethyl acetate and tetrahydrofuran and the base was extracted ... The reactants are C1(CCCCC1)[C@@H]([C@@H](CN(C(=O)OC(C)(C)C)C)NC(=O)N1C[C@@H](CCC1)[C@@H](OCCNC(OC)=O)C1=CC=CC=C1)O (methyl 2-((R)—((R)-1-((1S,2R)-1-cyclohexyl-1-hydroxy-3-(N-methyl-N-(tert-butoxycarbonyl)amino)propan-2-ylcarbamoyl)piperidin-3-yl)(phenyl)methoxy)ethylcarbamate). Run in C(Cl)Cl (CH2Cl2). Yields the product C1(CCCCC1)[C@@H]([C@@H](CNC)NC(=O)N1C[C@@H](CCC1)[C@@H](OCCNC(OC)=O)C1=CC=CC=C1)O (methyl 2-((R)—((R)-1-((1S,2R)-1-cyclohexyl-1-hydroxy-3-(methylamino)propan-2-ylcarbamoyl)piperidin-3-yl)(phenyl)methoxy)ethylcarbamate). RXN SMILES: [CH:1]1([C@H:7]([OH:43])[C@H:8]([NH:19][C:20]([N:22]2[CH2:27][CH2:26][CH2:25][C@@H:24]([C@H:28]([C:37]3[CH:42]=[CH:41][CH:40]=[CH:39][CH:38]=3)[O:29][CH2:30][CH2:31][NH:32][C:33](=[O:36])[O:34][CH3:35])[CH2:23]2)=[O:21])[CH2:9][N:10](C)[C:11](OC(C)(C)C)=O)[CH2:6][CH2:5][CH2:4][CH2:3][CH2:2]1>C(Cl)Cl>[CH:1]1([C@H:7]([OH:43])[C@H:8]([NH:19][C:20]([N:22]2[CH2:27][CH2:26][CH2:25][C@@H:24]([C@H:28]([C:37]3[CH:42]=[CH:41][CH:40]=[CH:39][CH:38]=3)[O:29][CH2:30][CH2:31][NH:32][C:33](=[O:36])[O:34][CH3:35])[CH2:23]2)=[O:21])[CH2:9][NH:10][CH3:11])[CH2:6][CH2:5][CH2:4][CH2:3][CH2:2]1. Procedure: A solution of methyl 2-((R)—((R)-1-((1S,2R)-1-cyclohexyl-1-hydroxy-3-(N-methyl-N-(tert-butoxycarbonyl)amino)propan-2-ylcarbamoyl)piperidin-3-yl)(phenyl)methoxy)ethylcarbamate in 20% (V/V) CH2Cl2 (1 mL) was stirred for 1 h. The solution was evaporated under reduced pressure and the residue purified via prep HPLC to afford methyl 2-((R)—((R)-1-((1S,2R)-1-cyclohexyl-1-hydroxy-3-(methylamino)propan-2-ylcarbamoyl)piperidin-3-yl)(phenyl)methoxy)ethylcarbamate (1.01 mg). Reaction SMILES: [F:1][C:2]([F:20])([F:19])[CH2:3][N:4]=[C:5]([NH2:18])[NH:6][C:7]1[CH:11]=[CH:10][N:9]([CH2:12][CH2:13][CH2:14][CH2:15][C:16]#[N:17])[N:8]=1.S(=O)(=O)(O)[OH:22].[OH-].[Na+]>>[F:20][C:2]([F:1])([F:19])[CH2:3][N:4]=[C:5]([NH2:18])[NH:6][C:7]1[CH:11]=[CH:10][N:9]([CH2:12][CH2:13][CH2:14][CH2:15][C:16]([NH2:17])=[O:22])[N:8]=1 |f:2.3|. Solvent: ice. Procedure details: 5-[3-(2-[2,2,2-Trifluoroethyl]guanidino)pyrazol-1-yl]valeronitrile (13 g.) was added over 10 minutes to concentrated sulphuric acid (65 ml.) with stirring. The resulting solution was kept at 20° for 18 hours then diluted with ice (300 ml.) and basified to pH 9 with 10.8 N sodium hydroxide. The mixture was extracted with EtOAc (3×200 ml.) and the extract was dried (MgSO4) and evaporated in vacuo to an oil which crystallised. The crude material was recrystallised from EtOAc to give 5-[3-(2-[2,2,2-... Product: FC(CN=C(NC1=NN(C=C1)CCCCC(=O)N)N)(F)F (5-[3-(2-[2,2,2-trifluoroethyl]guanidino)pyrazol-1-yl]valeramide). Reaction conditions: time 18 hour. Reactants: FC(CN=C(NC1=NN(C=C1)CCCCC#N)N)(F)F (5-[3-(2-[2,2,2-Trifluoroethyl]guanidino)pyrazol-1-yl]valeronitrile), S(O)(O)(=O)=O (sulphuric acid), [OH-].[Na+] (sodium hydroxide). Starting materials: COc1nc(N(C(=O)OC(C)(C)C)C(=O)OC(C)(C)C)nc2c1ncn2O, CC(C)OP(=O)(C=CC(CO)CO[Si](c1ccccc1)(c1ccccc1)C(C)(C)C)OC(C)C, C1CCOC1, CCOC(=O)N=NC(=O)OCC, c1ccc(P(c2ccccc2)c2ccccc2)cc1. The product is COc1nc(N(C(=O)OC(C)(C)C)C(=O)OC(C)(C)C)nc2c1ncn2OCC(C=CP(=O)(OC(C)C)OC(C)C)CO[Si](c1ccccc1)(c1ccccc1)C(C)(C)C. Reaction SMILES: [C:1]([CH3:2])([CH3:3])([CH3:4])[O:5][C:6](=[O:7])[N:8]([c:9]1[n:10][c:11]([O:19][CH3:20])[c:12]2[n:13][cH:14][n:15]([OH:18])[c:16]2[n:17]1)[C:21](=[O:22])[O:23][C:24]([CH3:25])([CH3:26])[CH3:27].[C:47]([CH3:48])([CH3:49])([CH3:50])[Si:51]([O:52][CH2:53][CH:54]([CH:55]=[CH:56][P:57]([O:58][CH:59]([CH3:60])[CH3:61])([O:62][CH:63]([CH3:64])[CH3:65])=[O:66])[CH2:67][OH:68])([c:69]1[cH:70][cH:71][cH:72][cH:73][cH:74]1)[c:75]1[cH:76][cH:77][cH:78][cH:79][cH:80]1.[CH2:93]1[O:94][CH2:95][CH2:96][CH2:97]1.[O:81]=[C:82]([O:83][CH2:84][CH3:85])[N:86]=[N:87][C:88]([O:89][CH2:90][CH3:91])=[O:92].[c:28]1([P:29]([c:30]2[cH:31][cH:32][cH:33][cH:34][cH:35]2)[c:36]2[cH:37][cH:38][cH:39][cH:40][cH:41]2)[cH:42][cH:43][cH:44][cH:45][cH:46]1>>[C:1]([CH3:2])([CH3:3])([CH3:4])[O:5][C:6](=[O:7])[N:8]([c:9]1[n:10][c:11]([O:19][CH3:20])[c:12]2[n:13][cH:14][n:15]([O:18][CH2:67][CH:54]([CH2:53][O:52][Si:51]([C:47]([CH3:48])([CH3:49])[CH3:50])([c:69]3[cH:70][cH:71][cH:72][cH:73][cH:74]3)[c:75]3[cH:76][cH:77][cH:78][cH:79][cH:80]3)[CH:55]=[CH:56][P:57]([O:58][CH:59]([CH3:60])[CH3:61])([O:62][CH:63]([CH3:64])[CH3:65])=[O:66])[c:16]2[n:17]1)[C:21](=[O:22])[O:23][C:24]([CH3:25])([CH3:26])[CH3:27]. Yields the product C(C)(C)(C)NC(=O)C1=CN(C2=NC=C(N=C21)N2N=CC1=CC(=CC=C21)OC)COCC[Si](C)(C)C (N-tert-Butyl-2-(5-methoxy-1H-indazol-1-yl)-5-((2-(trimethylsilyl)ethoxy)methyl)-5H-pyrrolo[2,3-b]pyrazine-7-carboxamide). As a reaction SMILES: Br[C:2]1[N:3]=[C:4]2[C:10]([C:11]([NH:13][C:14]([CH3:17])([CH3:16])[CH3:15])=[O:12])=[CH:9][N:8]([CH2:18][O:19][CH2:20][CH2:21][Si:22]([CH3:25])([CH3:24])[CH3:23])[C:5]2=[N:6][CH:7]=1.[I-].[Na+].CN[C@@H]1CCCC[C@H]1NC.[CH3:38][O:39][C:40]1[CH:41]=[C:42]2[C:46](=[CH:47][CH:48]=1)[NH:45][N:44]=[CH:43]2.[O-]P([O-])([O-])=O.[K+].[K+].[K+]>C1(C)C=CC=CC=1.[Cu]I>[C:14]([NH:13][C:11]([C:10]1[C:4]2[C:5](=[N:6][CH:7]=[C:2]([N:45]3[C:46]4[C:42](=[CH:41][C:40]([O:39][CH3:38])=[CH:48][CH:47]=4)[CH:43]=[N:44]3)[N:3]=2)[N:8]([CH2:18][O:19][CH2:20][CH2:21][Si:22]([CH3:25])([CH3:24])[CH3:23])[CH:9]=1)=[O:12])([CH3:17])([CH3:16])[CH3:15] |f:1.2,5.6.7.8|. Yield: 12.7%. Reactants: BrC=1N=C2C(=NC1)N(C=C2C(=O)NC(C)(C)C)COCC[Si](C)(C)C (2-bromo-N-tert-butyl-5-((2-(trimethylsilyl)ethoxy)methyl)-5H-pyrrolo[2,3-b]pyrazine-7-carboxamide), [I-].[Na+] (sodium iodide), CN[C@H]1[C@@H](CCCC1)NC (trans-N,N′-dimethylcyclohexane-1,2-diamine), COC=1C=C2C=NNC2=CC1 (5-Methoxy-1H-indazole), [O-]P(=O)([O-])[O-].[K+].[K+].[K+] (potassium phosphate tribasic). Reagents/catalysts: [Cu]I (copper (I) iodide). Run in C1(=CC=CC=C1)C (toluene). Run at temperature 110 celsius. Procedure details: To a stirred solution of 2-bromo-N-tert-butyl-5-((2-(trimethylsilyl)ethoxy)methyl)-5H-pyrrolo[2,3-b]pyrazine-7-carboxamide (150 mg, 351 μmol) in toluene (1 mL) was added copper (I) iodide (3.52 mg, 39.3 μmol), sodium iodide (105 mg, 702 μmol) and trans-N,N′-dimethylcyclohexane-1,2-diamine (12.7 mg, 89.5 μmol). The reaction mixture was sealed under nitrogen and the mixture heated at 110° C. for 15 h. 5-Methoxy-1H-indazole (52.0 mg, 351 μmol) and potassium phosphate tribasic (156 mg, 737 μmol) wer...